From a dataset of the Open Reaction Database (ORD), a public repository of structured organic reaction records. describe an organic reaction: reactants, conditions, products, and yield Starting materials: FC1=C(CN2N=C(C=C2C2=NOC=C2)C(N)=N)C=CC=C1F (1-(2,3-difluorobenzyl)-5-(isoxazol-3-yl)-1H-pyrazole-3-carboximidamide), C(C)OC(C(=C[O-])F)=O.[Na+] (sodium 3-ethoxy-2-fluoro-3-oxoprop-1-en-1-olate). Run in C(C)O (ethanol). Yields the product FC=1C(=NC(=NC1)C1=NN(C(=C1)C1=NOC=C1)CC1=C(C=CC=C1)F)O (5-fluoro-2-(1-(2-fluorobenzyl)-5-(isoxazol-3-yl)-1H-pyrazol-3-yl)pyrimidin-4-ol). Reaction SMILES: [F:1][C:2]1[C:21](F)=[CH:20][CH:19]=[CH:18][C:3]=1[CH2:4][N:5]1[C:9]([C:10]2[CH:14]=[CH:13][O:12][N:11]=2)=[CH:8][C:7]([C:15](=[NH:17])[NH2:16])=[N:6]1.C([O:25][C:26](=O)[C:27]([F:30])=[CH:28][O-])C.[Na+]>C(O)C>[F:30][C:27]1[C:26]([OH:25])=[N:16][C:15]([C:7]2[CH:8]=[C:9]([C:10]3[CH:14]=[CH:13][O:12][N:11]=3)[N:5]([CH2:4][C:3]3[CH:18]=[CH:19][CH:20]=[CH:21][C:2]=3[F:1])[N:6]=2)=[N:17][CH:28]=1 |f:1.2|. Reported procedure: This was generated via the cyclization of known intermediate 1-(2,3-difluorobenzyl)-5-(isoxazol-3-yl)-1H-pyrazole-3-carboximidamide (213 mg, 0.702 mmol) with sodium 3-ethoxy-2-fluoro-3-oxoprop-1-en-1-olate (440 mg, 2.81 mmol) in ethanol (5.0 mL)—stirring at 90° C. for 14 hour. The solvent was removed in vacuo, and purification by silica gel chromatography (0-10% methanol in DCM) provided a mixture of the desired compound and a side-product. The mixture was then subjected to reverse-phase prepara...